This data is from the Open Reaction Database (ORD), a public repository of structured organic reaction records. The task is: describe an organic reaction: reactants, conditions, products, and yield Starting materials: BrCC(=O)C1=CC=C(C=C1)C[C@@H](CN1C(C2=CC=CC=C2C1=O)=O)NC(OC(C)(C)C)=O (1,1-dimethylethyl {(1S)-2-{4-(bromoacetyl)phenyl]-1-[(1,3-dioxo-1,3-dihydro-2H-isoindol-2-yl)methyl]ethyl}carbamate), NC1=NC=CC=C1C(C)O (1-(2-amino-3-pyridinyl)ethanol), C([O-])(O)=O.[Na+] (sodium bicarbonate). Solvent: C(C)(C)O (isopropanol). Product: O=C1N(C(C2=CC=CC=C12)=O)C[C@H](CC1=CC=C(C=C1)C=1N=C2N(C=CC=C2C(C)O)C1)NC(OC(C)(C)C)=O (1,1-Dimethylethyl [(1S)-2-(1,3-dioxo-1,3-dihydro-2H-isoindol-2-yl)-1-({4-[8-(1-hydroxyethyl)imidazo[1,2-a]pyridin-2-yl]phenyl}methyl)ethyl]carbamate). The yield is 87.4%. As a reaction SMILES: Br[CH2:2][C:3]([C:5]1[CH:10]=[CH:9][C:8]([CH2:11][C@H:12]([NH:25][C:26](=[O:32])[O:27][C:28]([CH3:31])([CH3:30])[CH3:29])[CH2:13][N:14]2[C:22](=[O:23])[C:21]3[C:16](=[CH:17][CH:18]=[CH:19][CH:20]=3)[C:15]2=[O:24])=[CH:7][CH:6]=1)=O.[NH2:33][C:34]1[C:39]([CH:40]([OH:42])[CH3:41])=[CH:38][CH:37]=[CH:36][N:35]=1.C(=O)(O)[O-].[Na+]>C(O)(C)C>[O:23]=[C:22]1[C:21]2[C:16](=[CH:17][CH:18]=[CH:19][CH:20]=2)[C:15](=[O:24])[N:14]1[CH2:13][C@@H:12]([NH:25][C:26](=[O:32])[O:27][C:28]([CH3:30])([CH3:29])[CH3:31])[CH2:11][C:8]1[CH:7]=[CH:6][C:5]([C:3]2[N:33]=[C:34]3[C:39]([CH:40]([OH:42])[CH3:41])=[CH:38][CH:37]=[CH:36][N:35]3[CH:2]=2)=[CH:10][CH:9]=1 |f:2.3|. Procedure details: A mixture of 1,1-dimethylethyl {(1S)-2-{4-(bromoacetyl)phenyl]-1-[(1,3-dioxo-1,3-dihydro-2H-isoindol-2-yl)methyl]ethyl}carbamate (1.90 g, 3.79 mmol), 1-(2-amino-3-pyridinyl)ethanol (0.523 g, 3.79 mmol), and solid sodium bicarbonate (0.398 g, 4.72 mmol) in isopropanol (24 mL) was refluxed for 3.0 h. and concentrated in vacuo. The residue was dissolved in ethyl acetate, washed with water and saturated sodium chloride, dried (Na2SO4), and concentrated to give the title compound (1.79 g, 87%) as a l... Reactants: ClC=1N=C(C2=C(N1)C=CC(=N2)CNC(C(C)C)=O)N2CCOCC2 (N-((2-chloro-4-morpholinopyrido[3,2-d]pyrimidin-6-yl)methyl)isobutyramide), [Si](C)(C)(C(C)(C)C)N1C=CC2=C(C(=CC=C12)F)B1OC(C(O1)(C)C)(C)C (1-(tert-butyldimethylsilyl)-5-fluoro-4-(4,4,5,5-tetramethyl-1,3,2-dioxaborolan-2-yl)-1H-indole). Product: FC=1C(=C2C=CNC2=CC1)C=1N=C(C2=C(N1)C=CC(=N2)CNC(C(C)C)=O)N2CCOCC2 (N-((2-(5-fluoro-1H-indol-4-yl)-4-morpholinopyrido[3,2-d]pyrimidin-6-yl)methyl)isobutyramide). Reaction SMILES: Cl[C:2]1[N:3]=[C:4]([N:19]2[CH2:24][CH2:23][O:22][CH2:21][CH2:20]2)[C:5]2[N:11]=[C:10]([CH2:12][NH:13][C:14](=[O:18])[CH:15]([CH3:17])[CH3:16])[CH:9]=[CH:8][C:6]=2[N:7]=1.[Si]([N:32]1[C:40]2[C:35](=[C:36](B3OC(C)(C)C(C)(C)O3)[C:37]([F:41])=[CH:38][CH:39]=2)[CH:34]=[CH:33]1)(C(C)(C)C)(C)C>>[F:41][C:37]1[C:36]([C:2]2[N:3]=[C:4]([N:19]3[CH2:24][CH2:23][O:22][CH2:21][CH2:20]3)[C:5]3[N:11]=[C:10]([CH2:12][NH:13][C:14](=[O:18])[CH:15]([CH3:17])[CH3:16])[CH:9]=[CH:8][C:6]=3[N:7]=2)=[C:35]2[C:40](=[CH:39][CH:38]=1)[NH:32][CH:33]=[CH:34]2. Reported procedure: N-((2-chloro-4-morpholinopyrido[3,2-d]pyrimidin-6-yl)methyl)isobutyramide (0.125 g) was reacted with 1-(tert-butyldimethylsilyl)-5-fluoro-4-(4,4,5,5-tetramethyl-1,3,2-dioxaborolan-2-yl)-1H-indole via General Procedure A to produce 14.5 mg of 147 following reverse phase HPLC purification. MS (Q1) 449.2 (M)+